This data is from the Open Reaction Database (ORD), a public repository of structured organic reaction records. The task is: describe an organic reaction: reactants, conditions, products, and yield Starting materials: CC(=O)OC1c2ccccc2Oc2ccccc21, CN(C)C1CCNCC1, c1ccccc1. The product is CN(C)C1CCN(C2c3ccccc3Oc3ccccc32)CC1. As a reaction SMILES: [C:10]([O:11][CH:14]1[c:15]2[cH:16][cH:17][cH:18][cH:19][c:20]2[O:21][c:22]2[cH:23][cH:24][cH:25][cH:26][c:27]21)(=[O:12])[CH3:13].[CH3:1][N:2]([CH:3]1[CH2:4][CH2:5][NH:6][CH2:7][CH2:8]1)[CH3:9].[cH:28]1[cH:29][cH:30][cH:31][cH:32][cH:33]1>>[CH3:1][N:2]([CH:3]1[CH2:4][CH2:5][N:6]([CH:14]2[c:15]3[cH:16][cH:17][cH:18][cH:19][c:20]3[O:21][c:22]3[cH:23][cH:24][cH:25][cH:26][c:27]32)[CH2:7][CH2:8]1)[CH3:9].